From a dataset of the Open Reaction Database (ORD), a public repository of structured organic reaction records. describe an organic reaction: reactants, conditions, products, and yield Reactants: ClC1=CC(=CC=C1)C(=O)OO (m-chloroperbenzoic acid), CC1(OC2=C(C(C1)C1=NC3=CC=CC=C3C=C1)C=C(C=C2)C#N)C (3,4-dihydro-2,2-dimethyl-4-(2-quinolyl)-2H-1-benzopyran-6-carbonitrile). Solvent: ClCCl (dichloromethane). Run at time 2 hour. The product is C(#N)C=1C=CC2=C(C(CC(O2)(C)C)C2=[N+](C3=CC=CC=C3C=C2)[O-])C1 (2-(6-cyano-3,4-dihydro-2,2-dimethyl-2H-1-benzopyran-4-yl)quinoline 1-oxide). Isolated yield 69.7%. As a reaction SMILES: ClC1C=CC=C(C(OO)=[O:9])C=1.[CH3:12][C:13]1([CH3:35])[CH2:18][CH:17]([C:19]2[CH:28]=[CH:27][C:26]3[C:21](=[CH:22][CH:23]=[CH:24][CH:25]=3)[N:20]=2)[C:16]2[CH:29]=[C:30]([C:33]#[N:34])[CH:31]=[CH:32][C:15]=2[O:14]1>ClCCl>[C:33]([C:30]1[CH:31]=[CH:32][C:15]2[O:14][C:13]([CH3:35])([CH3:12])[CH2:18][CH:17]([C:19]3[CH:28]=[CH:27][C:26]4[C:21](=[CH:22][CH:23]=[CH:24][CH:25]=4)[N+:20]=3[O-:9])[C:16]=2[CH:29]=1)#[N:34]. Procedure: 203 mg of m-chloroperbenzoic acid were added at room temperature to a solution of 314 mg of 3,4-dihydro-2,2-dimethyl-4-(2-quinolyl)-2H-1-benzopyran-6-carbonitrile in 10 ml of dichloromethane. After stirring for 2 hours the mixture was washed with sodium bisulphite solution and sodium bicarbonate solution. The organic phase was dried over sodium sulphate and evaporated. The residue was recrystallized from diethyl ether to give 230 mg of 2-(6-cyano-3,4-dihydro-2,2-dimethyl-2H-1-benzopyran-4-yl)qui... Procedure: A 50-mL round-bottomed flask equipped with a reflux condenser was charged with 314c (176 mg, 0.50 mmol), {3-[(acetoxy)methyl]-2-{4,4-dimethyl-9-oxo-1,10-diazatri-cyclo[6.4.0.02,6]dodeca-2(6),7-dien-10-yl}pyridin-4-yl}boronic acid 199e (198 mg, 0.50 mmol), Pd(dppf)Cl2 (41 mg, 0.050 mmol), K3PO4 (212.0 mg, 1.0 mmol), sodium acetate (82.0 mg, 1.0 mmol), water (0.5 mL), and acetonitrile (10 mL). After three cycles of vacuum/argon flush, the mixture was heated at 95° C. for 1 hour. It was then cooled... Yields the product C(C)(=O)OCC=1C(=NC=CC1C1=CN(C(C(=C1)NC1=NC=C(C=C1)N1CC(C1)O)=O)C)N1C(C2=CC=3CC(CC3N2CC1)(C)C)=O ((2-{4,4-Dimethyl-9-oxo-1,10-diazatricyclo[6.4.0.02,6]dodeca-2(6),7-dien-10-yl}-4-(5-{[5-(3-hydroxyazetidin-1-yl)pyridin-2-yl]amino}-1-methyl-6-oxo-1,6-dihydro pyridin-3-yl)pyridin-3-yl)methyl Acetate). Reagents/catalysts: C1=CC=C(C=C1)P([C-]2C=CC=C2)C3=CC=CC=C3.C1=CC=C(C=C1)P([C-]2C=CC=C2)C3=CC=CC=C3.Cl[Pd]Cl.[Fe+2] (Pd(dppf)Cl2). Reaction conditions: temperature 95 celsius. As a reaction SMILES: Br[C:2]1[CH:3]=[C:4]([NH:10][C:11]2[CH:16]=[CH:15][C:14]([N:17]3[CH2:20][CH:19]([OH:21])[CH2:18]3)=[CH:13][N:12]=2)[C:5](=[O:9])[N:6]([CH3:8])[CH:7]=1.[C:22]([O:25][CH2:26][C:27]1[C:28]([N:42]2[CH2:53][CH2:52][N:51]3[C:44](=[CH:45][C:46]4[CH2:47][C:48]([CH3:55])([CH3:54])[CH2:49][C:50]=43)[C:43]2=[O:56])=[N:29][CH:30]=[CH:31][C:32]=1B1OC(C)(C)C(C)(C)O1)(=[O:24])[CH3:23].[O-]P([O-])([O-])=O.[K+].[K+].[K+].C([O-])(=O)C.[Na+]>C1C=CC(P(C2C=CC=CC=2)[C-]2C=CC=C2)=CC=1.C1C=CC(P(C2C=CC=CC=2)[C-]2C=CC=C2)=CC=1.Cl[Pd]Cl.[Fe+2].C(#N)C.O>[C:22]([O:25][CH2:26][C:27]1[C:28]([N:42]2[CH2:53][CH2:52][N:51]3[C:44](=[CH:45][C:46]4[CH2:47][C:48]([CH3:55])([CH3:54])[CH2:49][C:50]=43)[C:43]2=[O:56])=[N:29][CH:30]=[CH:31][C:32]=1[C:2]1[CH:3]=[C:4]([NH:10][C:11]2[CH:16]=[CH:15][C:14]([N:17]3[CH2:20][CH:19]([OH:21])[CH2:18]3)=[CH:13][N:12]=2)[C:5](=[O:9])[N:6]([CH3:8])[CH:7]=1)(=[O:24])[CH3:23] |f:2.3.4.5,6.7,8.9.10.11|. Solvent: C(C)#N (acetonitrile), O (water). Reactants: BrC=1C=C(C(N(C1)C)=O)NC1=NC=C(C=C1)N1CC(C1)O (5-Bromo-3-(5-(3-hydroxyazetidin-1-yl)pyridin-2-ylamino)-1-methylpyridin-2(1H)-one), C(C)(=O)OCC=1C(=NC=CC1B1OC(C(O1)(C)C)(C)C)N1C(C2=CC=3CC(CC3N2CC1)(C)C)=O ((2-{4,4-dimethyl-9-oxo-1,10-diazatricyclo[6.4.0.02,6]dodeca-2(6),7-dien-10-yl}-4-(tetramethyl-1,3,2-dioxaborolan-2-yl)pyridin-3-yl)methyl acetate), [O-]P(=O)([O-])[O-].[K+].[K+].[K+] (K3PO4), C(C)(=O)[O-].[Na+] (sodium acetate). Reactants: C#CCBr, C1CCOC1, [H-], [Na+], O=Cc1ccc2[nH]ccc2c1. The product is C#CCn1ccc2cc(C=O)ccc21. As a reaction SMILES: [CH2:14]([C:15]#[CH:16])[Br:17].[CH2:18]1[O:19][CH2:20][CH2:21][CH2:22]1.[H-:2].[Na+:1].[nH:3]1[cH:4][cH:5][c:6]2[cH:7][c:8]([CH:12]=[O:13])[cH:9][cH:10][c:11]12>>[n:3]1([CH2:16][C:15]#[CH:14])[cH:4][cH:5][c:6]2[cH:7][c:8]([CH:12]=[O:13])[cH:9][cH:10][c:11]12. The reactants are ClCC1=CC=C(C=C1)F (1-(chloromethyl)-4-fluorobenzene), CN(C1=NC2=C(N1)C=CC=C2)C2CCN(CC2)CCC2=CC=CC=C2 (N-methyl-N-[1-(2-phenylethyl)-4-piperidinyl]-1H-benzimidazol-2-amine), CS(=O)C (dimethylsulfoxide), [H-].[Na+] (sodium hydride). The solvent is C1=CC=CC=C1 (benzene). Conditions: time 8 hour. Product: Cl.Cl.FC1=CC=C(C=C1)CN1C(=NC2=C1C=CC=C2)N(C2CCN(CC2)CCC2=CC=CC=C2)C (1-[(4-fluorophenyl)methyl]-N-methyl-N-[1-(2-phenylethyl)-4-piperidinyl]-1H-benzimidazol-2-amine dihydrochloride). Yield: 54.4%. As a reaction SMILES: [CH3:1][N:2]([CH:12]1[CH2:17][CH2:16][N:15]([CH2:18][CH2:19][C:20]2[CH:25]=[CH:24][CH:23]=[CH:22][CH:21]=2)[CH2:14][CH2:13]1)[C:3]1[NH:7][C:6]2[CH:8]=[CH:9][CH:10]=[CH:11][C:5]=2[N:4]=1.CS(C)=O.[H-].[Na+].[Cl:32][CH2:33][C:34]1[CH:39]=[CH:38][C:37]([F:40])=[CH:36][CH:35]=1>C1C=CC=CC=1>[ClH:32].[ClH:32].[F:40][C:37]1[CH:38]=[CH:39][C:34]([CH2:33][N:7]2[C:6]3[CH:8]=[CH:9][CH:10]=[CH:11][C:5]=3[N:4]=[C:3]2[N:2]([CH3:1])[CH:12]2[CH2:17][CH2:16][N:15]([CH2:18][CH2:19][C:20]3[CH:21]=[CH:22][CH:23]=[CH:24][CH:25]=3)[CH2:14][CH2:13]2)=[CH:35][CH:36]=1 |f:2.3,6.7.8|. Reported procedure: To a stirred and cooled (below 5° C.) mixture of 3.3 parts of N-methyl-N-[1-(2-phenylethyl)-4-piperidinyl]-1H-benzimidazol-2-amine, 100 parts of dimethylsulfoxide and 90 parts of benzene are added 0.5 parts of sodium hydride dispersion 50%. After stirring for 30 minutes, 1.5 parts of 1-(chloromethyl)-4-fluorobenzene are added and stirring is continued overnight while the mixture is allowed to reach room temperature. The reaction mixture is poured onto water and the product is extracted with meth... The reactants are S1C2=C(C=C1)C(=CC=C2)O (benzo[b]thiophen-4-ol), C(C1=CC=CC=C1)(=O)Cl (benzoyl chloride). Solvent: N1=CC=CC=C1 (pyridine). Product: C(C1=CC=CC=C1)(=O)OC1=CC=CC=2SC=CC21 (benzo[b]thiophen-4-yl benzoate). RXN SMILES: [S:1]1[CH:5]=[CH:4][C:3]2[C:6]([OH:10])=[CH:7][CH:8]=[CH:9][C:2]1=2.[C:11](Cl)(=[O:18])[C:12]1[CH:17]=[CH:16][CH:15]=[CH:14][CH:13]=1>N1C=CC=CC=1>[C:11]([O:10][C:6]1[C:3]2[CH:4]=[CH:5][S:1][C:2]=2[CH:9]=[CH:8][CH:7]=1)(=[O:18])[C:12]1[CH:17]=[CH:16][CH:15]=[CH:14][CH:13]=1. Procedure details: A mixture of benzo[b]thiophen-4-ol (4 g), benzoyl chloride (3.3 ml) and pyridine (10 ml) was heated under reflux under nitrogen for 3 hours, then cooled to ambient temperature and poured onto ice-water (130 ml). The product was extracted into ether (3×50 ml), the combined extracts were washed with 5% aqueous sodium hydrogencarbonate solution (50 ml), 2M hydrochloric acid (50 ml) and water (3×50 ml), then they were dried (MgSO4) and the solvent was removed in vacuo to give benzo[b]thiophen-4-yl b... Run in CO (methanol). Procedure details: To a solution of methyl 4-((4-((2,2,2-trifluoro-N-(trans-2-(4-(1-methyl-1H-pyrazol-4-yl)phenyl)cyclopropyl)acetamido)methyl)piperidin-1-yl)methyl)benzoate (67 mg, 0.121 mmol) in methanol (2 mL) was added sodium hydroxide (1M, 0.5 mL, 0.500 mmol), and the mixture was stirred at r room temperature for 18 h. The mixture was purified using reverse-phase HPLC. The fractions containing the product as combined, treated with 1N HCl and concentrated. The residue was dried under vacuum to give 25 mg of pr... Reaction SMILES: FC(F)(F)C([N:5]([CH2:21][CH:22]1[CH2:27][CH2:26][N:25]([CH2:28][C:29]2[CH:38]=[CH:37][C:32]([C:33]([O:35]C)=[O:34])=[CH:31][CH:30]=2)[CH2:24][CH2:23]1)[C@@H:6]1[CH2:8][C@H:7]1[C:9]1[CH:14]=[CH:13][C:12]([C:15]2[CH:16]=[N:17][N:18]([CH3:20])[CH:19]=2)=[CH:11][CH:10]=1)=O.[OH-].[Na+]>CO>[CH3:20][N:18]1[CH:19]=[C:15]([C:12]2[CH:13]=[CH:14][C:9]([C@@H:7]3[CH2:8][C@H:6]3[NH:5][CH2:21][CH:22]3[CH2:23][CH2:24][N:25]([CH2:28][C:29]4[CH:30]=[CH:31][C:32]([C:33]([OH:35])=[O:34])=[CH:37][CH:38]=4)[CH2:26][CH2:27]3)=[CH:10][CH:11]=2)[CH:16]=[N:17]1 |f:1.2|. The yield is 46.5%. Reaction conditions: time 18 hour. Product: CN1N=CC(=C1)C1=CC=C(C=C1)[C@H]1[C@@H](C1)NCC1CCN(CC1)CC1=CC=C(C(=O)O)C=C1 (4-((4-((((trans)-2-(4-(1-Methyl-1H-pyrazol-4-yl)phenyl)cyclopropyl)amino)methyl)piperidin-1-yl)methyl)benzoic acid). The reactants are FC(C(=O)N([C@H]1[C@@H](C1)C1=CC=C(C=C1)C=1C=NN(C1)C)CC1CCN(CC1)CC1=CC=C(C(=O)OC)C=C1)(F)F (methyl 4-((4-((2,2,2-trifluoro-N-(trans-2-(4-(1-methyl-1H-pyrazol-4-yl)phenyl)cyclopropyl)acetamido)methyl)piperidin-1-yl)methyl)benzoate), [OH-].[Na+] (sodium hydroxide).